Dataset: the Open Reaction Database (ORD), a public repository of structured organic reaction records. Task: describe an organic reaction: reactants, conditions, products, and yield Product: C(C)(=O)C1=C(C=2N(C=C1)C(=C(N2)C)C)NC(C(C)(C)C)=O (7-Acetyl-2,3-dimethyl-8-pivaloylaminoimidazo[1,2-a]pyridine). As a reaction SMILES: [CH3:1][C:2]1[N:3]=[C:4]2[C:9]([NH:10][C:11](=[O:16])[C:12]([CH3:15])([CH3:14])[CH3:13])=[CH:8][CH:7]=[CH:6][N:5]2[C:17]=1[CH3:18].C([Li])(C)(C)C.[C:24](Cl)(=[O:26])[CH3:25].CO>C(OCC)C.CCCCC>[C:24]([C:8]1[CH:7]=[CH:6][N:5]2[C:17]([CH3:18])=[C:2]([CH3:1])[N:3]=[C:4]2[C:9]=1[NH:10][C:11](=[O:16])[C:12]([CH3:14])([CH3:15])[CH3:13])(=[O:26])[CH3:25]. The reactants are C(C)(=O)Cl (acetyl chloride), CO (methanol), CC=1N=C2N(C=CC=C2NC(C(C)(C)C)=O)C1C (2,3-dimethyl-8-pivaloylaminoimidazo[1,2-a]pyridine), solution, C(C)(C)(C)[Li] (t-butyllithium), ice water. Solvent: C(C)OCC (diethyl ether), CCCCC (n-pentane). Procedure: A vigorously stirred solution of 65.4 g of 2,3-dimethyl-8-pivaloylaminoimidazo[1,2-a]pyridine in 1.4 l of diethyl ether is treated dropwise at −78° C. under argon protective gas with 500 ml of a commercially available, 1.5 molar solution of t-butyllithium in n-pentane such that the temperature does not rise above −70° C. The mixture is then cooled to −90° C. in the course of 15 min and 54 ml of acetyl chloride are added dropwise to the dark-red suspension. The mixture is then allowed to warm to ... Reaction conditions: temperature -40 celsius. Starting materials: CC(=O)Nc1ccc(C=O)cc1I, CCO, CC(=O)O, NNC(N)=S, O. Product: CC(=O)Nc1ccc(C=NNC(N)=S)cc1I. Reaction SMILES: [C:10]([CH3:11])(=[O:12])[NH:13][c:14]1[c:15]([I:22])[cH:16][c:17]([CH:18]=[O:19])[cH:20][cH:21]1.[CH3:24][CH2:25][OH:26].[CH3:6][C:7](=[O:8])[OH:9].[NH2:1][NH:2][C:3](=[S:4])[NH2:5].[OH2:23]>>[N:1]([NH:2][C:3](=[S:4])[NH2:5])=[CH:18][c:17]1[cH:16][c:15]([I:22])[c:14]([NH:13][C:10]([CH3:11])=[O:12])[cH:21][cH:20]1.